This data is from the Open Reaction Database (ORD), a public repository of structured organic reaction records. The task is: describe an organic reaction: reactants, conditions, products, and yield Starting materials: C(C1=CC=CC=C1)Br (benzyl bromide), FC(C1=CC=C(CBr)C=C1)(F)F (4-(trifluoromethyl)benzyl bromide), C(C)(=O)C1=C(N=C(S1)N1C(NCC1)=O)C (1-(5-acetyl-4-methylthiazol-2-yl)imidazolidin-2-one). The product is C(C)(=O)C1=C(N=C(S1)N1C(N(CC1)CC1=CC=C(C=C1)C(F)(F)F)=O)C (1-(5-acetyl-4-methylthiazol-2-yl)-3-(4-(trifluoromethyl)benzyl)imidazolidin-2-one). The yield is 74.0%. Reaction SMILES: C(Br)C1C=CC=CC=1.[F:9][C:10]([F:20])([F:19])[C:11]1[CH:18]=[CH:17][C:14]([CH2:15]Br)=[CH:13][CH:12]=1.[C:21]([C:24]1[S:28][C:27]([N:29]2[CH2:33][CH2:32][NH:31][C:30]2=[O:34])=[N:26][C:25]=1[CH3:35])(=[O:23])[CH3:22]>>[C:21]([C:24]1[S:28][C:27]([N:29]2[CH2:33][CH2:32][N:31]([CH2:15][C:14]3[CH:17]=[CH:18][C:11]([C:10]([F:20])([F:19])[F:9])=[CH:12][CH:13]=3)[C:30]2=[O:34])=[N:26][C:25]=1[CH3:35])(=[O:23])[CH3:22]. Procedure details: Following the procedure as described in Example 5, making variations to replace benzyl bromide with 4-(trifluoromethyl)benzyl bromide to react with 1-(5-acetyl-4-methylthiazol-2-yl)imidazolidin-2-one, the title compound was obtained in 74% yield: mp 141-142° C. (ethyl acetate/hexanes); 1H NMR (300 MHz, CDCl3) δ 7.60 (d, J=8.1 Hz, 2H), 7.41 (d, J=8.1 Hz, 2H), 4.54 (s, 2H), 4.13-4.07 (m, 2H), 3.50-3.41 (m, 2H), 2.66 (s, 3H), 225 (s, 3H); 13C NMR (75 MHz, CDCl3) δ 190.6, 159.6, 155.9, 155.4, 139.6,... Reactants: FC=1C=C(C=CC1I)N1C(OC(C1)COC1=NOC=C1)=O (3-(3-fluoro-4-iodo-phenyl)-5-(isoxazol-3-yloxymethyl)-oxazolidin-2-one), OCC1=CC=C(C=C1)B(O)O (4-(hydroxymethyl)phenylboronic acid). Reagents/catalysts: C=1C=CC(=CC1)[P](C=2C=CC=CC2)(C=3C=CC=CC3)[Pd]([P](C=4C=CC=CC4)(C=5C=CC=CC5)C=6C=CC=CC6)([P](C=7C=CC=CC7)(C=8C=CC=CC8)C=9C=CC=CC9)[P](C=1C=CC=CC1)(C=1C=CC=CC1)C=1C=CC=CC1 (Pd(PPh3)4). Solvent: C1(=CC=CC=C1)C (toluene), CCO (EtOH), O (H2O). Product: FC1=C(C=CC(=C1)N1C(OC(C1)COC1=NOC=C1)=O)C1=CC=C(C=C1)CO (3-(2-fluoro-4′-hydroxymethyl-biphenyl-4-yl)-5-(isoxazol-3-yloxymethyl)-oxazolidin-2-one). RXN SMILES: [F:1][C:2]1[CH:3]=[C:4]([N:9]2[CH2:13][CH:12]([CH2:14][O:15][C:16]3[CH:20]=[CH:19][O:18][N:17]=3)[O:11][C:10]2=[O:21])[CH:5]=[CH:6][C:7]=1I.[OH:22][CH2:23][C:24]1[CH:29]=[CH:28][C:27](B(O)O)=[CH:26][CH:25]=1>C1(C)C=CC=CC=1.CCO.O.C1C=CC([P]([Pd]([P](C2C=CC=CC=2)(C2C=CC=CC=2)C2C=CC=CC=2)([P](C2C=CC=CC=2)(C2C=CC=CC=2)C2C=CC=CC=2)[P](C2C=CC=CC=2)(C2C=CC=CC=2)C2C=CC=CC=2)(C2C=CC=CC=2)C2C=CC=CC=2)=CC=1>[F:1][C:2]1[CH:3]=[C:4]([N:9]2[CH2:13][CH:12]([CH2:14][O:15][C:16]3[CH:20]=[CH:19][O:18][N:17]=3)[O:11][C:10]2=[O:21])[CH:5]=[CH:6][C:7]=1[C:27]1[CH:28]=[CH:29][C:24]([CH2:23][OH:22])=[CH:25][CH:26]=1 |^1:47,49,68,87|. Reported procedure: A degassed mixture containing 3-(3-fluoro-4-iodo-phenyl)-5-(isoxazol-3-yloxymethyl)-oxazolidin-2-one (1.0 g, 2.48 mmol), 4-(hydroxymethyl)phenylboronic acid (0.46 g, 3.00 mmol) and Pd(PPh3)4 in toluene (24 mL), EtOH (8 mL) and H2O (8 mL) was heated to reflux for 15 h. The reaction was concentrated, the crude residue was suspended in H2O, filtered and dried in vacuo to give 3-(2-fluoro-4′-hydroxymethyl-biphenyl-4-yl)-5-(isoxazol-3-yloxymethyl)-oxazolidin-2-one. This crude material was dissolved i...